This data is from the Open Reaction Database (ORD), a public repository of structured organic reaction records. The task is: describe an organic reaction: reactants, conditions, products, and yield Reactants: C(C1=CC=CC=C1)OC(C1=CC=C(C=C1)OC(C(CCCCC)C1=CC=C2C(CCOC2=C1)(C)C)=O)=O (4-[2-(4,4-dimethyl-chroman-7-yl)-heptanoyloxy]-benzoic acid benzyl ester). The reagents and catalysts are [Pd] (palladium on carbon). Solvent: C(C)(=O)[O-] (acetate). Run at time 2 hour. Product: CC1(CCOC2=CC(=CC=C12)C(C(=O)OC1=CC=C(C(=O)O)C=C1)CCCCC)C (4-[2-(4,4-dimethyl-chroman-7-yl)-heptanoyloxy]-benzoic acid). Isolated yield 60.1%. Reaction SMILES: C([O:8][C:9](=[O:37])[C:10]1[CH:15]=[CH:14][C:13]([O:16][C:17](=[O:36])[CH:18]([C:24]2[CH:33]=[C:32]3[C:27]([C:28]([CH3:35])([CH3:34])[CH2:29][CH2:30][O:31]3)=[CH:26][CH:25]=2)[CH2:19][CH2:20][CH2:21][CH2:22][CH3:23])=[CH:12][CH:11]=1)C1C=CC=CC=1>C([O-])(=O)C.[Pd]>[CH3:34][C:28]1([CH3:35])[C:27]2[C:32](=[CH:33][C:24]([CH:18]([CH2:19][CH2:20][CH2:21][CH2:22][CH3:23])[C:17]([O:16][C:13]3[CH:12]=[CH:11][C:10]([C:9]([OH:37])=[O:8])=[CH:15][CH:14]=3)=[O:36])=[CH:25][CH:26]=2)[O:31][CH2:30][CH2:29]1. Procedure details: A solution of 4-[2-(4,4-dimethyl-chroman-7-yl)-heptanoyloxy]-benzoic acid benzyl ester (152 mg, 0.3 mmol) in 10 mL of elthyl acetate with 32 mg of 10% palladium on carbon, was subjected to 1 atm. H2. After 2 h, the mixture was filtered through Celite and silica gel, concentrated under vacumn and purified by flash chromatography (gradient elution, 10-50% ethyl acetate/hexane) to afford 74 mg (59%) of 4-[2-(4,4-dimethyl-chroman-7-yl)-heptanoyloxy]-benzoic acid.